Task: describe an organic reaction: reactants, conditions, products, and yield. Dataset: the Open Reaction Database (ORD), a public repository of structured organic reaction records Reactants: O=C1NC=CC2=CC=C(C=C12)C(=O)OC (methyl 1-oxo-1,2-dihydroisoquinoline-7-carboxylate), BrC1=CC=C(C=C1)OC (p-bromoanisole), N1[C@H](C(=O)O)CCC1 (L-proline), C([O-])([O-])=O.[K+].[K+] (potassium carbonate). The reagents and catalysts are [Cu]I (copper(I) iodide). Run in CS(=O)C (dimethyl sulfoxide), O (water). Conditions: temperature 120 celsius, time 8 hour. The product is COC1=CC=C(C=C1)N1C(C2=CC(=CC=C2C=C1)C(=O)OC)=O (methyl 2-(4-methoxyphenyl)-1-oxo-1,2-dihydroisoquinoline-7-carboxylate). The yield is 24.2%. Reaction SMILES: [O:1]=[C:2]1[C:11]2[C:6](=[CH:7][CH:8]=[C:9]([C:12]([O:14][CH3:15])=[O:13])[CH:10]=2)[CH:5]=[CH:4][NH:3]1.Br[C:17]1[CH:22]=[CH:21][C:20]([O:23][CH3:24])=[CH:19][CH:18]=1.N1CCC[C@H]1C(O)=O.C(=O)([O-])[O-].[K+].[K+]>CS(C)=O.[Cu]I.O>[CH3:24][O:23][C:20]1[CH:21]=[CH:22][C:17]([N:3]2[CH:4]=[CH:5][C:6]3[C:11](=[CH:10][C:9]([C:12]([O:14][CH3:15])=[O:13])=[CH:8][CH:7]=3)[C:2]2=[O:1])=[CH:18][CH:19]=1 |f:3.4.5|. Reported procedure: To a solution of methyl 1-oxo-1,2-dihydroisoquinoline-7-carboxylate (80 mg, 0.4 mmol) and p-bromoanisole (73.9 μL, 0.6 mmol) in dimethyl sulfoxide (2 mL) was added L-proline (18 mg, 0.16 mmol), potassium carbonate (0.11 g, 0.79 mmol) and copper(I) iodide (15 mg, 0.079 mmol). The reaction mixture was heated to 120° C. and stirred overnight. The mixture was then cooled to rt, water added and extracted with DCM (15 mL, 3×). The combined organic phases were then washed with water, and brine, dried o... Reaction SMILES: [CH3:34][NH2:35].[F:1][c:2]1[c:3]([NH:15][C:16](=[O:17])[CH:18]2[CH2:19][C:20](=[O:33])[CH:21]([CH2:23][NH:24][C:25](=[O:26])[c:27]3[s:28][c:29]([Cl:32])[cH:30][cH:31]3)[CH2:22]2)[cH:4][cH:5][c:6](-[n:8]2[c:9](=[O:14])[cH:10][cH:11][cH:12][cH:13]2)[cH:7]1>>[F:1][c:2]1[c:3]([NH:15][C:16](=[O:17])[CH:18]2[CH2:19][CH:20]([NH:35][CH3:34])[CH:21]([CH2:23][NH:24][C:25](=[O:26])[c:27]3[s:28][c:29]([Cl:32])[cH:30][cH:31]3)[CH2:22]2)[cH:4][cH:5][c:6](-[n:8]2[c:9](=[O:14])[cH:10][cH:11][cH:12][cH:13]2)[cH:7]1. Yields the product CNC1CC(C(=O)Nc2ccc(-n3ccccc3=O)cc2F)CC1CNC(=O)c1ccc(Cl)s1. The reactants are CN, O=C(NCC1CC(C(=O)Nc2ccc(-n3ccccc3=O)cc2F)CC1=O)c1ccc(Cl)s1. The reactants are BrBr (Bromine), C(C)OC(=O)C1=C(N(C2=CC=C(C=C12)O)C1CC1)C (1-cyclopropyl-5-hydroxy-2-methyl-1H-indole-3-carboxylic acid ethyl ester). The solvent is C(C)(=O)O (acetic acid), O (water). Run at time 1 hour. Yields the product C(C)OC(=O)C1=C(N(C2=CC(=C(C=C12)O)Br)C1CC1)C (6-Bromo-1-cyclopropyl-5-hydroxy-2-methyl-1H-indole-3-carboxylic acid ethyl ester). The yield is 41.8%. Reaction SMILES: [Br:1]Br.[CH2:3]([O:5][C:6]([C:8]1[C:16]2[C:11](=[CH:12][CH:13]=[C:14]([OH:17])[CH:15]=2)[N:10]([CH:18]2[CH2:20][CH2:19]2)[C:9]=1[CH3:21])=[O:7])[CH3:4]>C(O)(=O)C.O>[CH2:3]([O:5][C:6]([C:8]1[C:16]2[C:11](=[CH:12][C:13]([Br:1])=[C:14]([OH:17])[CH:15]=2)[N:10]([CH:18]2[CH2:19][CH2:20]2)[C:9]=1[CH3:21])=[O:7])[CH3:4]. Procedure: Bromine (277 μL, 5.40 mmol) is added to a suspension of 1-cyclopropyl-5-hydroxy-2-methyl-1H-indole-3-carboxylic acid ethyl ester (1.40 g, 5.40 mmol) in acetic acid (50 mL). The mixture is stirred for one hour at room temperature. The mixture is diluted with water and the resultant solids are filtered and washed with water. The solids are adsorbed onto silica gel and purified via flash chromatography eluting with 30% THF-heptane. The fractions are combined to yield the title compound (763 mg, 42%...